From a dataset of the Open Reaction Database (ORD), a public repository of structured organic reaction records. describe an organic reaction: reactants, conditions, products, and yield Reactants: CC1=NOC(=C1C)NC(OCC(Cl)(Cl)Cl)=O (2,2,2-trichloroethyl (3,4-dimethylisoxazol-5-yl)carbamate), C1(=CC=CC=C1)C1=NN=C(O1)C1CCNCC1 (4-(5-phenyl-1,3,4-oxadiazol-2-yl)piperidine), C(C)(C)N(CC)C(C)C (diisopropylethylamine), CS(=O)C (dimethyl sulfoxide). Run in O (water). The product is CC1=NOC(=C1C)NC(=O)N1CCC(CC1)C=1OC(=NN1)C1=CC=CC=C1 (N-(3,4-Dimethylisoxazol-5-yl)-4-(5-phenyl-1,3,4-oxadiazol-2-yl)piperidine-1-carboxamide). Yield: 37.9%. Reaction SMILES: [CH3:1][C:2]1[C:6]([CH3:7])=[C:5]([NH:8][C:9](=[O:16])OCC(Cl)(Cl)Cl)[O:4][N:3]=1.[C:17]1([C:23]2[O:27][C:26]([CH:28]3[CH2:33][CH2:32][NH:31][CH2:30][CH2:29]3)=[N:25][N:24]=2)[CH:22]=[CH:21][CH:20]=[CH:19][CH:18]=1.C(N(C(C)C)CC)(C)C.CS(C)=O>O>[CH3:1][C:2]1[C:6]([CH3:7])=[C:5]([NH:8][C:9]([N:31]2[CH2:30][CH2:29][CH:28]([C:26]3[O:27][C:23]([C:17]4[CH:22]=[CH:21][CH:20]=[CH:19][CH:18]=4)=[N:24][N:25]=3)[CH2:33][CH2:32]2)=[O:16])[O:4][N:3]=1. Procedure: A solution of 2,2,2-trichloroethyl (3,4-dimethylisoxazol-5-yl)carbamate (293 mg, 1.02 mmol), 4-(5-phenyl-1,3,4-oxadiazol-2-yl)piperidine (234 mg, 1.02 mmol), diisopropylethylamine (0.387 ml, 2.05 mmol) and dimethyl sulfoxide (4 ml) was stirred at 70° C. for 12 hours, the reaction mixture was poured into water, and the mixture was extracted with ethyl acetate. The extract was washed with water, and dried over anhydrous magnesium sulfate. The solvent was distilled off under reduced pressure, and t...